From a dataset of the Open Reaction Database (ORD), a public repository of structured organic reaction records. describe an organic reaction: reactants, conditions, products, and yield Reactants: C(C1=CC=CC=C1)OCC1OC(OC1)(C)C (4-(benzyloxymethyl)-2,2-dimethyl-1,3-dioxolane), [OH-].[Na+] (sodium hydroxide), C(=O)([O-])[O-].[OH-].[OH-].[OH-].[OH-].[OH-].[OH-].[OH-].[Mg+2].[Al+3] (KYOWAAD 1000). Conditions: temperature 70 celsius. The product is C(C1=CC=CC=C1)OCC(CO)O (3-benzyloxy-1,2-propanediol). As a reaction SMILES: [CH2:1]([O:8][CH2:9][CH:10]1[CH2:14][O:13]C(C)(C)[O:11]1)[C:2]1[CH:7]=[CH:6][CH:5]=[CH:4][CH:3]=1.[OH-].[Na+].C([O-])([O-])=O.[OH-].[OH-].[OH-].[OH-].[OH-].[OH-].[OH-].[Mg+2].[Al+3]>>[CH2:1]([O:8][CH2:9][CH:10]([OH:11])[CH2:14][OH:13])[C:2]1[CH:7]=[CH:6][CH:5]=[CH:4][CH:3]=1 |f:1.2,3.4.5.6.7.8.9.10.11.12|. Procedure: Into a 1 L beaker were weighed 222 g (1.0 mol) of 4-(benzyloxymethyl)-2,2-dimethyl-1,3-dioxolane purified in Example 1-1, 250 ml of ethanol, and 400 ml of distilled water, and the whole was adjusted to pH 2 with phosphoric acid. With introduction of nitrogen thereinto, the solution was heated to 70° C. After 1.5 hours of reaction, the solution was adjusted to pH 7.0 with sodium hydroxide, the resulting salts were adsorbed onto an adsorbent “KYOWAAD 1000” (manufactured by Kyowa Chemical Industry ... Reactants: CO, [K+], [OH-], O, CS(=O)(=O)c1cnc2c(c1)cc(-c1ncco1)n2S(=O)(=O)c1ccccc1. Product: CS(=O)(=O)c1cnc2[nH]c(-c3ncco3)cc2c1. Reaction SMILES: [CH3:30][OH:31].[K+:29].[OH-:28].[OH2:32].[c:1]1([S:2](=[O:3])(=[O:4])[n:10]2[c:11](-[c:23]3[o:24][cH:25][cH:26][n:27]3)[cH:12][c:13]3[c:14]2[n:15][cH:16][c:17]([S:19](=[O:20])(=[O:21])[CH3:22])[cH:18]3)[cH:5][cH:6][cH:7][cH:8][cH:9]1>>[nH:10]1[c:11](-[c:23]2[o:24][cH:25][cH:26][n:27]2)[cH:12][c:13]2[c:14]1[n:15][cH:16][c:17]([S:19](=[O:20])(=[O:21])[CH3:22])[cH:18]2.